This data is from the Open Reaction Database (ORD), a public repository of structured organic reaction records. The task is: describe an organic reaction: reactants, conditions, products, and yield Reactants: C(=O)(OC(C)(C)C)OC(=O)OC(C)(C)C (di-tert-butyl dicarbonate), Cl (hydrochloric acid), C(C)(C)(C)OC(NC(CN1C=CC=2N=CN=C(C21)Cl)C)=O (tert-butyl[2-(4-chloro-5H-pyrrolo[3,2-d]pyrimidin-5-yl)-1-methylethyl]carbamate), ClC=1C=C(N)C=CC1OC1=CC(=CC=C1)C(F)(F)F (3-chloro-4-[3-(trifluoromethyl)phenoxy]aniline). Solvent: C(C)N(CC)CC (triethylamine), O1CCCC1 (tetrahydrofuran), O (Water), CN1C(CCC1)=O (1-methyl-2-pyrrolidone). Run at time 20 hour. Yields the product Cl.Cl.NC(CN1C=CC=2N=CN=C(C21)NC2=CC(=C(C=C2)OC2=CC(=CC=C2)C(F)(F)F)Cl)C (5-(2-aminopropyl)-N-{3-chloro-4-[3-(trifluoromethyl)phenoxy]phenyl}-5H-pyrrolo[3,2-d]pyrimidin-4-amine dihydrochloride). Isolated yield 57.2%. RXN SMILES: C(OC(=O)[NH:7][CH:8]([CH3:20])[CH2:9][N:10]1[C:18]2[C:17]([Cl:19])=[N:16][CH:15]=[N:14][C:13]=2[CH:12]=[CH:11]1)(C)(C)C.[Cl:22][C:23]1[CH:24]=[C:25]([CH:27]=[CH:28][C:29]=1[O:30][C:31]1[CH:36]=[CH:35][CH:34]=[C:33]([C:37]([F:40])([F:39])[F:38])[CH:32]=1)[NH2:26].C(OC(OC(C)(C)C)=O)(OC(C)(C)C)=O.Cl>CN1CCCC1=O.O1CCCC1.O.C(N(CC)CC)C>[ClH:19].[ClH:22].[NH2:7][CH:8]([CH3:20])[CH2:9][N:10]1[C:18]2[C:17]([NH:26][C:25]3[CH:27]=[CH:28][C:29]([O:30][C:31]4[CH:36]=[CH:35][CH:34]=[C:33]([C:37]([F:38])([F:39])[F:40])[CH:32]=4)=[C:23]([Cl:22])[CH:24]=3)=[N:16][CH:15]=[N:14][C:13]=2[CH:12]=[CH:11]1 |f:8.9.10|. Procedure details: A solution of tert-butyl[2-(4-chloro-5H-pyrrolo[3,2-d]pyrimidin-5-yl)-1-methylethyl]carbamate (350 mg) and 3-chloro-4-[3-(trifluoromethyl)phenoxy]aniline (423 mg) in 1-methyl-2-pyrrolidone (3.5 mL) was stirred at 120° C. for 4 hrs. After cooling to room temperature, triethylamine (0.24 mL) and di-tert-butyl dicarbonate (0.13 mL) were added, and the mixture was stirred for 20 hrs. Water was added to the reaction system and the mixture was extracted with ethyl acetate. The organic layer washed wit... The reactants are C(C)OC(C[C@H](C#CC)C1=CC=C(C=C1)OCC=1C=CC=2N(C1)N=C(N2)C2=C(C=C(C=C2C)OCCCS(=O)(=O)C)C)=O ((S)-3-(4-{2-[4-(3-methanesulfonyl-propoxy)-2,6-dimethyl-phenyl]-[1,2,4]triazolo[1,5-a]pyridin-6-ylmethoxy}-phenyl)-hex-4-ynoic acid ethyl ester), [OH-].[Na+] (NaOH). Solvent: CCO (EtOH). Reaction conditions: temperature 50 celsius. The product is CC1=C(C(=CC(=C1)OCCCS(=O)(=O)C)C)C1=NN2C(C=CC(=C2)COC2=CC=C(C=C2)[C@H](CC(=O)O)C#CC)=N1 ((3S)-3-[4-[[2-[2,6-Dimethyl-4-[3-(methylsulfonyl)propoxy]phenyl][1,2,4]triazolo[1,5-a]pyridin-6-yl]methoxy]phenyl]hex-4-ynoic acid). Yield: 54.7%. Reaction SMILES: C([O:3][C:4](=[O:43])[CH2:5][C@@H:6]([C:10]1[CH:15]=[CH:14][C:13]([O:16][CH2:17][C:18]2[CH:19]=[CH:20][C:21]3[N:22]([N:24]=[C:25]([C:27]4[C:32]([CH3:33])=[CH:31][C:30]([O:34][CH2:35][CH2:36][CH2:37][S:38]([CH3:41])(=[O:40])=[O:39])=[CH:29][C:28]=4[CH3:42])[N:26]=3)[CH:23]=2)=[CH:12][CH:11]=1)[C:7]#[C:8][CH3:9])C.[OH-].[Na+]>CCO>[CH3:42][C:28]1[CH:29]=[C:30]([O:34][CH2:35][CH2:36][CH2:37][S:38]([CH3:41])(=[O:40])=[O:39])[CH:31]=[C:32]([CH3:33])[C:27]=1[C:25]1[N:26]=[C:21]2[CH:20]=[CH:19][C:18]([CH2:17][O:16][C:13]3[CH:12]=[CH:11][C:10]([C@@H:6]([C:7]#[C:8][CH3:9])[CH2:5][C:4]([OH:43])=[O:3])=[CH:15][CH:14]=3)=[CH:23][N:22]2[N:24]=1 |f:1.2|. Reported procedure: To a solution of (S)-3-(4-{2-[4-(3-methanesulfonyl-propoxy)-2,6-dimethyl-phenyl]-[1,2,4]triazolo[1,5-a]pyridin-6-ylmethoxy}-phenyl)-hex-4-ynoic acid ethyl ester (0.145 g, 0.238 mmol) in EtOH (5 mL) is added 5 N NaOH solution (0.14 mL, 0.715 mmol) at room temperature and the reaction mixture is heated at 50° C. for 30 minutes. The reaction mixture is evaporated and the residue is dissolved in water (5 mL), washed with ether (2×5 mL), and acidified with aqueous citric acid solution (pH-6) at 0° C....